The task is: describe an organic reaction: reactants, conditions, products, and yield. This data is from the Open Reaction Database (ORD), a public repository of structured organic reaction records. Reported procedure: 0.02 g of 2,6-di-tert-butyl-4-methylphenol, 0.01 g of Desmorapid Z, 4.7 g of 4-(methylthio)phenyl isocyanate in 25 g of ethyl acetate were initially introduced into a 100 ml round-bottomed flask and heated to 60° C. Thereafter, 4.1 g of 2-hydroxyethyl acrylate were added dropwise and the mixture was kept further at 60° C. until the isocyanate content had fallen below 0.1%. Thereafter, the ethyl acetate was distilled off at 5 mbar and cooling was effected. The product was obtained as a crystallin... Starting materials: C(C=C)(=O)OCCO (2-hydroxyethyl acrylate), C(C)(C)(C)C1=C(C(=CC(=C1)C)C(C)(C)C)O (2,6-di-tert-butyl-4-methylphenol), CN(C)CCCN1CN(CN(C1)CCCN(C)C)CCCN(C)C (Desmorapid), CSC1=CC=C(C=C1)N=C=O (4-(methylthio)phenyl isocyanate), [N-]=C=O (isocyanate). Product: C(C=C)(=O)OCCOC(NC1=CC=C(C=C1)SC)=O (2-({[4-(Methylsulphanyl)phenyl]carbamoyl}oxy)ethyl prop-2-enoate). Solvent: C(C)(=O)OCC (ethyl acetate). Run at temperature 60 celsius. As a reaction SMILES: C(C1C=C(C)C=C(C(C)(C)C)C=1O)(C)(C)C.CN(CCCN1CN(CCCN(C)C)CN(CCCN(C)C)C1)C.[CH3:41][S:42][C:43]1[CH:48]=[CH:47][C:46]([N:49]=[C:50]=[O:51])=[CH:45][CH:44]=1.[C:52]([O:56][CH2:57][CH2:58][OH:59])(=[O:55])[CH:53]=[CH2:54].[N-]=C=O>C(OCC)(=O)C>[C:52]([O:56][CH2:57][CH2:58][O:59][C:50](=[O:51])[NH:49][C:46]1[CH:47]=[CH:48][C:43]([S:42][CH3:41])=[CH:44][CH:45]=1)(=[O:55])[CH:53]=[CH2:54]. The reactants are BrC(C(=O)OCC)(C)C (ethyl bromoisobutyrate), BrC(C(=O)OCC)(C)C (ethyl bromoisobutyrate), C(C)(=O)OC1=CC=C(C=O)C=C1 (4-acetoxybenzaldehyde), II (iodine). Reagents/catalysts: [Pd] (palladium), [Zn] (zinc). Solvent: C1(=CC=CC=C1)C (toluene), C1(=CC=CC=C1)C (toluene). Conditions: time 24 hour. The product is C(C)OC(C(CC1=CC=C(C=C1)O)(C)C)=O (3-(4-hydroxyphenyl)-2,2-dimethylpropanoic acid ethyl ester). Yield: 14.6%. Reaction SMILES: Br[C:2]([CH3:9])([CH3:8])[C:3]([O:5][CH2:6][CH3:7])=[O:4].C([O:13][C:14]1[CH:21]=[CH:20][C:17]([CH:18]=O)=[CH:16][CH:15]=1)(=O)C.II>C1(C)C=CC=CC=1.[Zn].[Pd]>[CH2:6]([O:5][C:3](=[O:4])[C:2]([CH3:9])([CH3:8])[CH2:18][C:17]1[CH:16]=[CH:15][C:14]([OH:13])=[CH:21][CH:20]=1)[CH3:7]. Reported procedure: A slurry containing 24.6 g of zinc dust in 100 ml dry toluene was treated dropwise with a solution containing 73.5 g of ethyl bromoisobutyrate and 65 g of 4-acetoxybenzaldehyde in 200 ml dry toluene. A crystal of iodine was added to initiate the reaction and the mixture was heated to reflux overnight. An additional equivalent of ethyl bromoisobutyrate was added and reflux was continued for 24 hours. After cooling, the filtrate was hydrogenated over palladium and the residue purified by flash chr... Reactants: O=C([O-])[O-], CCOC(C)=O, [Cu]I, [K+], [K+], CC(N=[N+]=[N-])c1cncc(Br)c1, C1COCCO1, Cc1cccc(C(N)=O)c1. The product is Cc1cccc(C(=O)Nc2cncc(C(C)N=[N+]=[N-])c2)c1. Reaction SMILES: [C:23](=[O:24])([O-:25])[O-:26].[CH3:35][CH2:36][O:37][C:38](=[O:39])[CH3:40].[Cu:41][I:42].[K+:27].[K+:28].[N:11](=[N+:12]=[N-:13])[CH:14]([CH3:15])[c:16]1[cH:17][n:18][cH:19][c:20]([Br:22])[cH:21]1.[O:29]1[CH2:30][CH2:31][O:32][CH2:33][CH2:34]1.[c:1]1([CH3:10])[cH:2][c:3]([C:7](=[O:8])[NH2:9])[cH:4][cH:5][cH:6]1>>[c:1]1([CH3:10])[cH:2][c:3]([C:7](=[O:8])[NH:9][c:20]2[cH:19][n:18][cH:17][c:16]([CH:14]([N:11]=[N+:12]=[N-:13])[CH3:15])[cH:21]2)[cH:4][cH:5][cH:6]1. Reactants: O=C(Cl)c1cccc(Cl)c1, ClCCl, O=c1[nH]nc2[nH]c(CN3CCCNCC3)nc3cccc1c32. The product is O=C(c1cccc(Cl)c1)N1CCCN(Cc2nc3cccc4c(=O)[nH]nc([nH]2)c34)CC1. As a reaction SMILES: [Cl:23][c:24]1[cH:25][c:26]([C:27](=[O:28])[Cl:29])[cH:30][cH:31][cH:32]1.[Cl:33][CH2:34][Cl:35].[N:1]1([CH2:8][c:9]2[n:10][c:11]3[cH:12][cH:13][cH:14][c:15]4[c:16](=[O:22])[nH:17][n:18][c:19]([nH:20]2)[c:21]34)[CH2:2][CH2:3][NH:4][CH2:5][CH2:6][CH2:7]1>>[N:1]1([CH2:8][c:9]2[n:10][c:11]3[cH:12][cH:13][cH:14][c:15]4[c:16](=[O:22])[nH:17][n:18][c:19]([nH:20]2)[c:21]34)[CH2:2][CH2:3][N:4]([C:27]([c:26]2[cH:25][c:24]([Cl:23])[cH:32][cH:31][cH:30]2)=[O:28])[CH2:5][CH2:6][CH2:7]1. The reactants are O=C([O-])[O-], CN(C)C=O, FC(F)Cl, [K+], [K+], COc1nc(N)nc(S)n1. Yields the product COc1nc(N)nc(SC(F)F)n1. Reaction SMILES: [C:15](=[O:16])([O-:17])[O-:18].[CH3:21][N:22]([CH3:23])[CH:24]=[O:25].[F:1][CH:2]([Cl:3])[F:4].[K+:19].[K+:20].[NH2:5][c:6]1[n:7][c:8]([O:13][CH3:14])[n:9][c:10]([SH:12])[n:11]1>>[F:1][CH:2]([F:4])[S:12][c:10]1[n:9][c:8]([O:13][CH3:14])[n:7][c:6]([NH2:5])[n:11]1. Starting materials: Cc1cc(-c2ccc(C(F)(F)F)cc2Cl)cc2c1CC1CCN(Cc3ccccc3)CC21, CC(=O)O, CO, [OH-], [OH-], [Pd+2]. The product is Cc1cc(-c2ccc(C(F)(F)F)cc2Cl)cc2c1CC1CCNCC21. As a reaction SMILES: [CH2:1]([c:2]1[cH:3][cH:4][cH:5][cH:6][cH:7]1)[N:8]1[CH2:9][CH2:10][CH:11]2[CH2:12][c:13]3[c:14]([CH3:32])[cH:15][c:16](-[c:21]4[c:22]([Cl:31])[cH:23][c:24]([C:27]([F:28])([F:29])[F:30])[cH:25][cH:26]4)[cH:17][c:18]3[CH:19]2[CH2:20]1.[CH3:33][C:34](=[O:35])[OH:36].[CH3:37][OH:38].[OH-:39].[OH-:40].[Pd+2:41]>>[NH:8]1[CH2:9][CH2:10][CH:11]2[CH2:12][c:13]3[c:14]([CH3:32])[cH:15][c:16](-[c:21]4[c:22]([Cl:31])[cH:23][c:24]([C:27]([F:28])([F:29])[F:30])[cH:25][cH:26]4)[cH:17][c:18]3[CH:19]2[CH2:20]1. Reactants: CN1C(CN(CC1)C(=O)N1CC(CC(C1)C1=CC=C(C=C1)C(F)(F)F)C(=O)O)=O (1-[(4-Methyl-3-oxopiperazin-1-yl)carbonyl]-5-[4-(trifluoromethyl)phenyl]piperidine-3-carboxylic acid), Cl.ON=C(CC)N (N′-hydroxypropanimidamide hydrochloride). Product: C(C)C1=NOC(=N1)C1CN(CC(C1)C1=CC=C(C=C1)C(F)(F)F)C(=O)N1CC(N(CC1)C)=O (4-({3-(3-Ethyl-1,2,4-oxadiazol-5-yl)-5-[4-(trifluoromethyl)phenyl]piperidin-1-yl}carbonyl)-1-methylpiperazin-2-one). RXN SMILES: [CH3:1][N:2]1[CH2:7][CH2:6][N:5]([C:8]([N:10]2[CH2:15][CH:14]([C:16]3[CH:21]=[CH:20][C:19]([C:22]([F:25])([F:24])[F:23])=[CH:18][CH:17]=3)[CH2:13][CH:12]([C:26]([OH:28])=O)[CH2:11]2)=[O:9])[CH2:4][C:3]1=[O:29].Cl.O[N:32]=[C:33]([NH2:36])[CH2:34][CH3:35]>>[CH2:34]([C:33]1[N:36]=[C:26]([CH:12]2[CH2:13][CH:14]([C:16]3[CH:17]=[CH:18][C:19]([C:22]([F:24])([F:23])[F:25])=[CH:20][CH:21]=3)[CH2:15][N:10]([C:8]([N:5]3[CH2:6][CH2:7][N:2]([CH3:1])[C:3](=[O:29])[CH2:4]3)=[O:9])[CH2:11]2)[O:28][N:32]=1)[CH3:35] |f:1.2|. Procedure details: 250 mg (0.605 mmol) of 1-[(4-methyl-3-oxopiperazin-1-yl)carbonyl]-5-[4-(trifluoromethyl)phenyl]piperidine-3-carboxylic acid (Example 209A) and 82.9 mg (0.665 mmol) of N′-hydroxypropanimidamide hydrochloride were reacted according to the General Method 1. Yield: 110 mg (39% of theory). Reactants: BrCCCOC=1C=C(C=CC1)C1=NOC2=C1SC=C2 (3-[3-(3-bromo-propoxy)-phenyl]-thieno[2,3-d]isoxazole), C([O-])([O-])=O.[K+].[K+] (potassium carbonate), FC(C1=CC=C(CN)C=C1)(F)F (4-(trifluoromethyl)benzylamine). Solvent: C(C)#N (acetonitrile). Yields the product O1N=C(C2=C1C=CS2)C=2C=C(OCCCNCC1=CC=C(C=C1)C(F)(F)F)C=CC2 ([3-(3-thieno[2,3-d]isoxazol-3-yl-phenoxy)-propyl]-(4-trifluoromethylbenzyl)-amine). As a reaction SMILES: Br[CH2:2][CH2:3][CH2:4][O:5][C:6]1[CH:7]=[C:8]([C:12]2[C:16]3[S:17][CH:18]=[CH:19][C:15]=3[O:14][N:13]=2)[CH:9]=[CH:10][CH:11]=1.C(=O)([O-])[O-].[K+].[K+].[F:26][C:27]([F:37])([F:36])[C:28]1[CH:35]=[CH:34][C:31]([CH2:32][NH2:33])=[CH:30][CH:29]=1>C(#N)C>[O:14]1[C:15]2[CH:19]=[CH:18][S:17][C:16]=2[C:12]([C:8]2[CH:7]=[C:6]([CH:11]=[CH:10][CH:9]=2)[O:5][CH2:4][CH2:3][CH2:2][NH:33][CH2:32][C:31]2[CH:30]=[CH:29][C:28]([C:27]([F:26])([F:36])[F:37])=[CH:35][CH:34]=2)=[N:13]1 |f:1.2.3|. Reported procedure: The title compound is prepared from 3-[3-(3-bromo-propoxy)-phenyl]-thieno[2,3-d]isoxazole, potassium carbonate, 4-(trifluoromethyl)benzylamine, and acetonitrile essentially as described above in example 56. Purity by LC/MS (APCI)=98%, [M+H]+=433. Starting materials: CC(=NOC(C)(C)C)c1cnc(N)cn1, ClCCl, CN(C)C=O, CS(=O)(=O)c1ccc(C(CC2CCCC2)C(=O)O)cc1Cl, O=C(Cl)C(=O)Cl, C1CCOC1, Cc1cccc(C)n1. Yields the product CC(=NOC(C)(C)C)c1cnc(NC(=O)C(CC2CCCC2)c2ccc(S(C)(=O)=O)c(Cl)c2)cn1. As a reaction SMILES: [C:28]([CH3:29])([CH3:30])([CH3:31])[O:32][N:33]=[C:34]([CH3:35])[c:36]1[n:37][cH:38][c:39]([NH2:42])[n:40][cH:41]1.[CH2:51]([Cl:52])[Cl:53].[CH3:59][N:60]([CH3:61])[CH:62]=[O:63].[Cl:1][c:2]1[cH:3][c:4]([CH:12]([C:13](=[O:14])[OH:15])[CH2:16][CH:17]2[CH2:18][CH2:19][CH2:20][CH2:21]2)[cH:5][cH:6][c:7]1[S:8](=[O:9])(=[O:10])[CH3:11].[Cl:22][C:23]([C:24]([Cl:25])=[O:26])=[O:27].[O:54]1[CH2:55][CH2:56][CH2:57][CH2:58]1.[n:43]1[c:44]([CH3:45])[cH:46][cH:47][cH:48][c:49]1[CH3:50]>>[Cl:1][c:2]1[cH:3][c:4]([CH:12]([C:13](=[O:15])[NH:42][c:39]2[cH:38][n:37][c:36]([C:34](=[N:33][O:32][C:28]([CH3:29])([CH3:30])[CH3:31])[CH3:35])[cH:41][n:40]2)[CH2:16][CH:17]2[CH2:18][CH2:19][CH2:20][CH2:21]2)[cH:5][cH:6][c:7]1[S:8](=[O:9])(=[O:10])[CH3:11].